This data is from the Open Reaction Database (ORD), a public repository of structured organic reaction records. The task is: describe an organic reaction: reactants, conditions, products, and yield Starting materials: COc1ccc(CCl)cc1, CC#N, CCOC(C)=O, [H-], CCOC(=O)c1c[nH]nc1N, [Na+]. The product is CCOC(=O)c1cn(Cc2ccc(OC)cc2)nc1N. As a reaction SMILES: [CH3:14][O:15][c:16]1[cH:17][cH:18][c:19]([CH2:20][Cl:21])[cH:22][cH:23]1.[CH3:24][C:25]#[N:26].[CH3:27][CH2:28][O:29][C:30]([CH3:31])=[O:32].[H-:13].[NH2:1][c:2]1[n:3][nH:4][cH:5][c:6]1[C:7](=[O:8])[O:9][CH2:10][CH3:11].[Na+:12]>>[NH2:1][c:2]1[n:3][n:4]([CH2:20][c:19]2[cH:18][cH:17][c:16]([O:15][CH3:14])[cH:23][cH:22]2)[cH:5][c:6]1[C:7](=[O:8])[O:9][CH2:10][CH3:11].